From a dataset of the Open Reaction Database (ORD), a public repository of structured organic reaction records. describe an organic reaction: reactants, conditions, products, and yield Reactants: C(#C)C=1C=NN2C1N=C(C=C2C(F)(F)F)C2=CC=C(C=C2)C(F)(F)F (3-ethynyl-7-trifluoromethyl-5-(4-trifluoromethyl-phenyl)-pyrazolo[1,5-a]pyrimidine), OCC(C)(C)NS(=O)(=O)C1=C(N=C(S1)Cl)C (2-Chloro-4-methyl-thiazole-5-sulfonic acid (2-hydroxy-1,1-dimethyl-ethyl)-amide). The product is OCC(C)(C)NS(=O)(=O)C1=C(N=C(S1)C#CC=1C=NN2C1N=C(C=C2C(F)(F)F)C2=CC=C(C=C2)C(F)(F)F)C (4-Methyl-2-[7-trifluoromethyl-5-(4-trifluoromethyl-phenyl)-pyrazolo[1,5-a]pyrimidin-3-ylethynyl]-thiazole-5-sulfonic acid (2-hydroxy-1,1-dimethyl-ethyl)-amide), solid. Isolated yield 32.0%. Reaction SMILES: [C:1]([C:3]1[CH:4]=[N:5][N:6]2[C:11]([C:12]([F:15])([F:14])[F:13])=[CH:10][C:9]([C:16]3[CH:21]=[CH:20][C:19]([C:22]([F:25])([F:24])[F:23])=[CH:18][CH:17]=3)=[N:8][C:7]=12)#[CH:2].[OH:26][CH2:27][C:28]([NH:31][S:32]([C:35]1[S:39][C:38](Cl)=[N:37][C:36]=1[CH3:41])(=[O:34])=[O:33])([CH3:30])[CH3:29]>>[OH:26][CH2:27][C:28]([NH:31][S:32]([C:35]1[S:39][C:38]([C:2]#[C:1][C:3]2[CH:4]=[N:5][N:6]3[C:11]([C:12]([F:14])([F:13])[F:15])=[CH:10][C:9]([C:16]4[CH:21]=[CH:20][C:19]([C:22]([F:25])([F:24])[F:23])=[CH:18][CH:17]=4)=[N:8][C:7]=23)=[N:37][C:36]=1[CH3:41])(=[O:34])=[O:33])([CH3:30])[CH3:29]. Procedure details: The title compound was prepared from 3-ethynyl-7-trifluoromethyl-5-(4-trifluoromethyl-phenyl)-pyrazolo[1,5-a]pyrimidine (example C.1) (355 mg, 1.0 mmol) and 2-Chloro-4-methyl-thiazole-5-sulfonic acid (2-hydroxy-1,1-dimethyl-ethyl)-amide (example B.22)(256 mg, 1.0 mmol) according to general procedure II. Obtained as a yellow solid (190 mg, 32%). MS (ISP) 604.0[(M+H)+]; mp 216-218° C.